Dataset: the Open Reaction Database (ORD), a public repository of structured organic reaction records. Task: describe an organic reaction: reactants, conditions, products, and yield Reaction SMILES: [CH2:22]=[O:23].[CH3:1][N:2]1[CH2:3][C:4]([CH3:20])=[CH:5][CH:6]2[c:7]3[cH:8][cH:9][cH:10][c:11]4[nH:12][c:13]([S:18][CH3:19])[c:14]([c:17]34)[CH2:15][CH:16]12.[OH2:21]>>[CH3:1][N:2]1[CH2:3][C:4]([CH3:20])=[CH:5][CH:6]2[c:7]3[cH:8][cH:9][cH:10][c:11]4[n:12]([CH2:22][OH:21])[c:13]([S:18][CH3:19])[c:14]([c:17]34)[CH2:15][CH:16]12. The product is CSc1c2c3c(cccc3n1CO)C1C=C(C)CN(C)C1C2. Reactants: C=O, CSc1[nH]c2cccc3c2c1CC1C3C=C(C)CN1C, O. Conditions: temperature 40 celsius, time 4 hour. Product: FC1=C(C=CC=C1)C1=C(C=C(C=N1)C=1C=NC=C(C1)C)C(=O)OC (Methyl 6-(2-fluorophenyl)-5′-methyl-3,3′-bipyridine-5-carboxylate). Solvent: CN(C=O)C (dimethylformamide). Starting materials: ClC1=C(C=C(C=N1)C=1C=NC=C(C1)C)C(=O)OC (Methyl 6-chloro-5′-methyl-3,3′-bipyridine-5-carboxylate), FC1=C(C=CC=C1)B(O)O (2-fluorophenylboronic acid), PdCl2dppf, C([O-])([O-])=O.[Cs+].[Cs+] (cesium carbonate). Procedure details: To a solution of methyl 6-chloro-5′-methyl-3,3′-bipyridine-5-carboxylate (3-2, 4.25 g, 16.16 mmol) in degassed dimethylformamide (81 mL) at 25° C. was added 2-fluorophenylboronic acid (2.94 g, 21.01 mmol), PdCl2dppf (1.18 g, 1.62 mmol) and 4M aqueous cesium carbonate (10.1 mL, 40.4 mmol). The reaction flask was purged with nitrogen, sealed and stirred for 4 hours at 40° C. The crude reaction mixture was partitioned between water and EtOAc, separating layers and washing the organic layer with sat... Reaction SMILES: Cl[C:2]1[N:7]=[CH:6][C:5]([C:8]2[CH:9]=[N:10][CH:11]=[C:12]([CH3:14])[CH:13]=2)=[CH:4][C:3]=1[C:15]([O:17][CH3:18])=[O:16].[F:19][C:20]1[CH:25]=[CH:24][CH:23]=[CH:22][C:21]=1B(O)O.C(=O)([O-])[O-].[Cs+].[Cs+]>CN(C)C=O>[F:19][C:20]1[CH:25]=[CH:24][CH:23]=[CH:22][C:21]=1[C:2]1[N:7]=[CH:6][C:5]([C:8]2[CH:9]=[N:10][CH:11]=[C:12]([CH3:14])[CH:13]=2)=[CH:4][C:3]=1[C:15]([O:17][CH3:18])=[O:16] |f:2.3.4|. Reactants: [OH-].[Na+] (sodium hydroxide), BrC1=CC(=C2C=NN(C2=C1)S(=O)(=O)C1=CC=CC=C1)C=1OC(=NN1)CN1C[C@H](N([C@H](C1)C)C(C)C)C (6-Bromo-4-(5-{[(3R,5S)-3,5-dimethyl-4-(1-methylethyl)-1-piperazinyl]methyl}-1,3,4-oxadiazol-2-yl)-1-(phenylsulfonyl)-1H-indazole), COC1=NC=C(C=C1NS(=O)(=O)C)B1OC(C(O1)(C)C)(C)C (N-[2-(methyloxy)-5-(4,4,5,5-tetramethyl-1,3,2-dioxaborolan-2-yl)-3-pyridinyl]methanesulfonamide), [O-]P(=O)([O-])[O-].[K+].[K+].[K+] (potassium phosphate tribasic). Reagents/catalysts: [Pd](Cl)Cl.C1(=CC=CC=C1)P([C-]1C=CC=C1)C1=CC=CC=C1.[C-]1(C=CC=C1)P(C1=CC=CC=C1)C1=CC=CC=C1.[Fe+2] (1,1′-bis(diphenylphosphino)ferrocene palladium dichloride). Solvent: O1CCOCC1 (1,4-dioxane), O (water). Reaction conditions: temperature 100 celsius. Yields the product C[C@@H]1CN(C[C@@H](N1C(C)C)C)CC1=NN=C(O1)C1=C2C=NNC2=CC(=C1)C=1C=C(C(=NC1)OC)NS(=O)(=O)C (N-[5-[4-(5-{[(3R,5S)-3,5-Dimethyl-4-(1-methylethyl)-1-piperazinyl]methyl}-1,3,4-oxadiazol-2-yl)-1H-indazol-6-yl]-2-(methyloxy)-3-pyridinyl]methanesulfonamide). The yield is 24.0%. Reaction SMILES: Br[C:2]1[CH:10]=[C:9]2[C:5]([CH:6]=[N:7][N:8]2S(C2C=CC=CC=2)(=O)=O)=[C:4]([C:20]2[O:21][C:22]([CH2:25][N:26]3[CH2:31][C@H:30]([CH3:32])[N:29]([CH:33]([CH3:35])[CH3:34])[C@H:28]([CH3:36])[CH2:27]3)=[N:23][N:24]=2)[CH:3]=1.[CH3:37][O:38][C:39]1[C:44]([NH:45][S:46]([CH3:49])(=[O:48])=[O:47])=[CH:43][C:42](B2OC(C)(C)C(C)(C)O2)=[CH:41][N:40]=1.[O-]P([O-])([O-])=O.[K+].[K+].[K+].[OH-].[Na+]>O1CCOCC1.O.[Pd](Cl)Cl.C1(P(C2C=CC=CC=2)[C-]2C=CC=C2)C=CC=CC=1.[C-]1(P(C2C=CC=CC=2)C2C=CC=CC=2)C=CC=C1.[Fe+2]>[CH3:36][C@H:28]1[N:29]([CH:33]([CH3:35])[CH3:34])[C@@H:30]([CH3:32])[CH2:31][N:26]([CH2:25][C:22]2[O:21][C:20]([C:4]3[CH:3]=[C:2]([C:42]4[CH:43]=[C:44]([NH:45][S:46]([CH3:49])(=[O:47])=[O:48])[C:39]([O:38][CH3:37])=[N:40][CH:41]=4)[CH:10]=[C:9]4[C:5]=3[CH:6]=[N:7][NH:8]4)=[N:24][N:23]=2)[CH2:27]1 |f:2.3.4.5,6.7,10.11.12.13|. Reported procedure: 6-Bromo-4-(5-{[(3R,5S)-3,5-dimethyl-4-(1-methylethyl)-1-piperazinyl]methyl}-1,3,4-oxadiazol-2-yl)-1-(phenylsulfonyl)-1H-indazole (172 mg, 0.300 mmol), N-[2-(methyloxy)-5-(4,4,5,5-tetramethyl-1,3,2-dioxaborolan-2-yl)-3-pyridinyl]methanesulfonamide (108 mg, 0.330 mmol), 1,1′-bis(diphenylphosphino)ferrocene palladium dichloride (43.9 mg, 0.060 mmol) and potassium phosphate tribasic (191 mg, 0.900 mmol) were added to a microwave vial and dissolved in 1,4-dioxane (2.5 ml) and water (0.25 ml). The mix... The reactants are CNCCCC1(OCC2=C1C=CC(=C2)C#N)C2=CC=C(C=C2)F (1-[3-(methylamino)propyl]-1-(4-fluorophenyl)-1,3-dihydro-2-benzofuran-5-carbonitrile), Cl.C1(=CC=CC=C1)C(OC)=N (methyl benzenecarboximidoate hydrochloride), C([O-])([O-])=O.[K+].[K+] (potassium carbonate). Solvent: CN1C(CCC1)=O (N-methyl-pyrrolidinone). Reaction conditions: temperature 80 celsius. The product is C(#N)C1=CC2=C(C(OC2)(C2=CC=C(C=C2)F)CCCN(C(=N)C2=CC=CC=C2)C)C=C1 (N-{3-[5-cyano-1-(4-fluorophenyl)-1,3-dihydro-2-benzofuran-1-yl]propyl}-N-methyl-phenylmethanimidamide). Isolated yield 29.4%. As a reaction SMILES: [CH3:1][NH:2][CH2:3][CH2:4][CH2:5][C:6]1([C:17]2[CH:22]=[CH:21][C:20]([F:23])=[CH:19][CH:18]=2)[C:10]2[CH:11]=[CH:12][C:13]([C:15]#[N:16])=[CH:14][C:9]=2CO1.Cl.[C:25]1([C:31](=[NH:34])OC)[CH:30]=[CH:29][CH:28]=[CH:27][CH:26]=1.[C:35](=[O:38])([O-])[O-].[K+].[K+]>CN1CCCC1=O>[C:15]([C:13]1[CH:14]=[CH:9][C:10]2[C:6]([CH2:5][CH2:4][CH2:3][N:2]([CH3:1])[C:31]([C:25]3[CH:30]=[CH:29][CH:28]=[CH:27][CH:26]=3)=[NH:34])([C:17]3[CH:22]=[CH:21][C:20]([F:23])=[CH:19][CH:18]=3)[O:38][CH2:35][C:11]=2[CH:12]=1)#[N:16] |f:1.2,3.4.5|. Procedure: A mixture of 0.350 g (1.13 mmol) of 1-[3-(methylamino)propyl]-1-(4-fluorophenyl)-1,3-dihydro-2-benzofuran-5-carbonitrile (Preparation 1) and methyl benzenecarboximidoate hydrochloride (0.213 g, 1.24 mmol, 1.1 equiv.) in 0.7 mL of N-methyl-pyrrolidinone was treated with potassium carbonate (0.11 g, 0.79 mmol, 0.7 equiv.) and heated to 80° C. for 15 hr. The solvent was then removed and the crude product purified by column chromatography to give the title compound 0.096 g (19%) as a white solid. Starting materials: [BH4-].[Na+] (sodium borohydride), ClC=1C=C(C=O)C=CC1CN(C)CCCCN(CCC)CCC (3-chloro-4-[[(4-dipropylamino-butyl)-methyl-amino]-methyl]-benzaldehyde), CN1C(=NC=C1)CN (C-(1-methyl-1H-imidazol-2-yl)-methylamine), C(OC)(OC)OC (trimethyl orthoformate), [Cl-].[NH4+] (ammonium chloride). The solvent is CO (methanol), O (water). Conditions: time 2 hour. Yields the product ClC1=C(CN(CCCCN(CCC)CCC)C)C=CC(=C1)CN(CC=1N(C=CN1)C)CC=1NC=CN1 (N-(2-chloro-4-[[(1H-imidazol-2-ylmethyl)-(1-methyl-1H-imidazol-2-ylmethyl)-amino]-methyl]-benzyl)-N-methyl-N′,N′-dipropyl-butane-1,4-diamine). RXN SMILES: [Cl:1][C:2]1[CH:3]=[C:4]([CH:7]=[CH:8][C:9]=1[CH2:10][N:11]([CH2:13][CH2:14][CH2:15][CH2:16][N:17]([CH2:21][CH2:22][CH3:23])[CH2:18][CH2:19][CH3:20])[CH3:12])[CH:5]=O.[CH3:24][N:25]1[CH:29]=[CH:28][N:27]=[C:26]1[CH2:30][NH2:31].C(OC)(OC)OC.[BH4-].[Na+].[Cl-].[NH4+:42]>CO.O>[Cl:1][C:2]1[CH:3]=[C:4]([CH2:5][N:31]([CH2:14][C:13]2[NH:42][CH:9]=[CH:10][N:11]=2)[CH2:30][C:26]2[N:25]([CH3:24])[CH:29]=[CH:28][N:27]=2)[CH:7]=[CH:8][C:9]=1[CH2:10][N:11]([CH3:12])[CH2:13][CH2:14][CH2:15][CH2:16][N:17]([CH2:21][CH2:22][CH3:23])[CH2:18][CH2:19][CH3:20] |f:3.4,5.6|. Procedure: The compound (124.0 mg) obtained in Example 77-5 was dissolved in methanol (1.5 ml). The reaction solution was added with the compound (45.2 mg) obtained in Example 14-7 and trimethyl orthoformate (0.2 ml) and the whole was stirred at room temperature for 2 hours. The reaction solution was cooled to 0° C. and added with sodium borohydride (27.8 mg) and the whole was stirred at room temperature for 10 minutes. The reaction solution was added with a saturated aqueous ammonium chloride solution and... The reactants are BrC=1C(=CC(=C(C1)C(=O)C1=CC(=CC=C1)F)F)OC ((5-bromo-2-fluoro-4-methoxy-phenyl)-(3-fluoro-phenyl)-methanone), O (water), CN(C=O)C (N,N-dimethylformamide). The reagents and catalysts are [C-]#N.[Zn+2].[C-]#N (zinc cyanide), C=1C=CC(=CC1)/C=C/C(=O)/C=C/C2=CC=CC=C2.C=1C=CC(=CC1)/C=C/C(=O)/C=C/C2=CC=CC=C2.C=1C=CC(=CC1)/C=C/C(=O)/C=C/C2=CC=CC=C2.[Pd].[Pd] (tris(dibenzylideneacetone)dipalladium), C1(=CC=CC=C1)P([C-]1C=CC=C1)C1=CC=CC=C1.[C-]1(C=CC=C1)P(C1=CC=CC=C1)C1=CC=CC=C1.[Fe+2] (1,1′-bis(diphenylphosphino)ferrocene). Run at temperature 120 celsius, time 7 hour. Yields the product FC1=CC(=C(C#N)C=C1C(C1=CC(=CC=C1)F)=O)OC (4-Fluoro-5-(3-fluoro-benzoyl)-2-methoxy-benzonitrile). As a reaction SMILES: Br[C:2]1[C:3]([O:18][CH3:19])=[CH:4][C:5]([F:17])=[C:6]([C:8]([C:10]2[CH:15]=[CH:14][CH:13]=[C:12]([F:16])[CH:11]=2)=[O:9])[CH:7]=1.O.[CH3:21][N:22](C)C=O>[C-]#N.[Zn+2].[C-]#N.C1C=CC(/C=C/C(/C=C/C2C=CC=CC=2)=O)=CC=1.C1C=CC(/C=C/C(/C=C/C2C=CC=CC=2)=O)=CC=1.C1C=CC(/C=C/C(/C=C/C2C=CC=CC=2)=O)=CC=1.[Pd].[Pd].C1(P(C2C=CC=CC=2)[C-]2C=CC=C2)C=CC=CC=1.[C-]1(P(C2C=CC=CC=2)C2C=CC=CC=2)C=CC=C1.[Fe+2]>[F:17][C:5]1[C:6]([C:8](=[O:9])[C:10]2[CH:15]=[CH:14][CH:13]=[C:12]([F:16])[CH:11]=2)=[CH:7][C:2]([C:21]#[N:22])=[C:3]([O:18][CH3:19])[CH:4]=1 |f:3.4.5,6.7.8.9.10,11.12.13|. Procedure: A total of 856 mg of (5-bromo-2-fluoro-4-methoxy-phenyl)-(3-fluoro-phenyl)-methanone obtained in Production Example II-1-b was dissolved in 13.1 ml of N,N-dimethylformamide, 185 mg of zinc cyanide, 13.6 mg of tris(dibenzylideneacetone)dipalladium and 17.4 mg of 1,1′-bis(diphenylphosphino)ferrocene were added thereto, and the mixture was stirred at 120° C. in an atmosphere of nitrogen gas for 7 hours. After cooling to room temperature, water was added to the reaction mixture and the mixture was e...